Dataset: the Open Reaction Database (ORD), a public repository of structured organic reaction records. Task: describe an organic reaction: reactants, conditions, products, and yield Reactants: S1CNCC1 (thiazolidine), C1(CCC2=CC=CC=C12)CC(=O)N1[C@H](C(=O)O)CCC1 (1-(2-indanylacetyl)-L-proline), N1CCCC1 (pyrrolidine), C1(CCC2=CC=CC=C12)CC(=O)C1[C@H](NCS1)C(=O)O (3-(2-indanylacetyl)-L-thioproline). Product: C1(CCC2=CC=CC=C12)CC(=O)N1[C@H](C(=O)N2CCCC2)CCC1 (1-[1-(2-indanylacetyl)-L-prolyl]pyrrolidine). The yield is 62.0%. RXN SMILES: [CH:1]1([CH2:10][C:11]([N:13]2[CH2:20][CH2:19][CH2:18][C@H:14]2[C:15]([OH:17])=O)=[O:12])[C:9]2[C:4](=[CH:5][CH:6]=[CH:7][CH:8]=2)[CH2:3][CH2:2]1.[NH:21]1[CH2:25][CH2:24][CH2:23][CH2:22]1.C1(CC(C2SCN[C@@H]2C(O)=O)=O)C2C(=CC=CC=2)CC1.S1CCNC1>>[CH:1]1([CH2:10][C:11]([N:13]2[CH2:20][CH2:19][CH2:18][C@H:14]2[C:15]([N:21]2[CH2:25][CH2:24][CH2:23][CH2:22]2)=[O:17])=[O:12])[C:9]2[C:4](=[CH:5][CH:6]=[CH:7][CH:8]=2)[CH2:3][CH2:2]1. Procedure: A colorless oil of 1-[1-(2-indanylacetyl)-L-prolyl]pyrrolidine was prepared in the same manner as in Example 1, except that 1-(2-indanylacetyl)-L-proline and pyrrolidine were used instead of 3-(2-indanylacetyl)-L-thioproline and thiazolidine, respectively (yield: 62%). Starting materials: O=C([O-])[O-], Cc1ccccc1, Ic1cnn(C(c2ccccc2)(c2ccccc2)c2ccccc2)c1, [Na+], [Na+], O, O, OB(O)c1ccccc1, c1ccc(P(c2ccccc2)(c2ccccc2)[Pd](P(c2ccccc2)(c2ccccc2)c2ccccc2)(P(c2ccccc2)(c2ccccc2)c2ccccc2)P(c2ccccc2)(c2ccccc2)c2ccccc2)cc1. The product is c1ccc(-c2cnn(C(c3ccccc3)(c3ccccc3)c3ccccc3)c2)cc1. As a reaction SMILES: [C:1](=[O:2])([O-:3])[O-:4].[CH3:41][c:42]1[cH:43][cH:44][cH:45][cH:46][cH:47]1.[I:7][c:8]1[cH:9][n:10][n:11]([C:13]([c:14]2[cH:15][cH:16][cH:17][cH:18][cH:19]2)([c:20]2[cH:21][cH:22][cH:23][cH:24][cH:25]2)[c:26]2[cH:27][cH:28][cH:29][cH:30][cH:31]2)[cH:12]1.[Na+:5].[Na+:6].[OH2:48].[OH2:49].[OH:32][B:33]([OH:34])[c:35]1[cH:36][cH:37][cH:38][cH:39][cH:40]1.[cH:50]1[cH:51][cH:52][c:53]([P:54]([Pd:55]([P:56]([c:57]2[cH:58][cH:59][cH:60][cH:61][cH:62]2)([c:63]2[cH:64][cH:65][cH:66][cH:67][cH:68]2)[c:69]2[cH:70][cH:71][cH:72][cH:73][cH:74]2)([P:75]([c:76]2[cH:77][cH:78][cH:79][cH:80][cH:81]2)([c:82]2[cH:83][cH:84][cH:85][cH:86][cH:87]2)[c:88]2[cH:89][cH:90][cH:91][cH:92][cH:93]2)[P:94]([c:95]2[cH:96][cH:97][cH:98][cH:99][cH:100]2)([c:101]2[cH:102][cH:103][cH:104][cH:105][cH:106]2)[c:107]2[cH:108][cH:109][cH:110][cH:111][cH:112]2)([c:113]2[cH:114][cH:115][cH:116][cH:117][cH:118]2)[c:119]2[cH:120][cH:121][cH:122][cH:123][cH:124]2)[cH:125][cH:126]1>>[c:8]1(-[c:35]2[cH:36][cH:37][cH:38][cH:39][cH:40]2)[cH:9][n:10][n:11]([C:13]([c:14]2[cH:15][cH:16][cH:17][cH:18][cH:19]2)([c:20]2[cH:21][cH:22][cH:23][cH:24][cH:25]2)[c:26]2[cH:27][cH:28][cH:29][cH:30][cH:31]2)[cH:12]1. The reactants are [Li]CCCC, C1CCOC1, Cc1cc(C=O)cc(C)c1[N+](=O)[O-], [Cl-], [NH4+]. Yields the product Cc1cc(C=CCCO)cc(C)c1[N+](=O)[O-]. Reaction SMILES: [CH2:1]([Li:2])[CH2:3][CH2:4][CH3:5].[CH2:21]1[CH2:22][CH2:23][CH2:24][O:25]1.[CH3:6][c:7]1[cH:8][c:9]([CH:10]=[O:11])[cH:12][c:13]([CH3:18])[c:14]1[N+:15](=[O:16])[O-:17].[Cl-:19].[NH4+:20]>>[CH3:6][c:7]1[cH:8][c:9]([CH:10]=[CH:22][CH2:23][CH2:24][OH:25])[cH:12][c:13]([CH3:18])[c:14]1[N+:15](=[O:16])[O-:17].